The task is: describe an organic reaction: reactants, conditions, products, and yield. This data is from the Open Reaction Database (ORD), a public repository of structured organic reaction records. The reactants are C1(CCCC1)NCC(C(=O)OC)(F)F (methyl 3-(cyclopentylamino)-2,2-difluoropropanoate), C(=O)([O-])[O-].[K+].[K+] (K2CO3), ClC1=NC=C(C(=N1)Cl)[N+](=O)[O-] (2,4-dichloro-5-nitropyrimidine). Procedure details: Compound methyl 3-(cyclopentylamino)-2,2-difluoropropanoate (400 mg, 2 mmol) was solubilized in acetone (20 mL, dry). The solution was cooled in an ice water bath under a nitrogen atmosphere and K2CO3 (552 mg, 4 mmol) added. To this, a solution of 2,4-dichloro-5-nitropyrimidine (407 mg, 2.1 mmol) in acetone (5 mL, dry) was added dropwise. The reaction mixture was warmed up to room temperature and stirred for 4 hr. After that, it was diluted with EtOAc and washed by brine and water. The organic e... Run in CC(=O)C (acetone), CC(=O)C (acetone), CCOC(=O)C (EtOAc). Run at time 4 hour. Product: ClC1=NC=C(C(=N1)N(CC(C(=O)OC)(F)F)C1CCCC1)[N+](=O)[O-] (methyl 3-((2-chloro-5-nitropyrimidin-4-yl)(cyclopentyl)amino)-2,2-difluoropropanoate). As a reaction SMILES: [CH:1]1([NH:6][CH2:7][C:8]([F:14])([F:13])[C:9]([O:11][CH3:12])=[O:10])[CH2:5][CH2:4][CH2:3][CH2:2]1.C([O-])([O-])=O.[K+].[K+].[Cl:21][C:22]1[N:27]=[C:26](Cl)[C:25]([N+:29]([O-:31])=[O:30])=[CH:24][N:23]=1>CC(C)=O.CCOC(C)=O>[Cl:21][C:22]1[N:27]=[C:26]([N:6]([CH:1]2[CH2:2][CH2:3][CH2:4][CH2:5]2)[CH2:7][C:8]([F:13])([F:14])[C:9]([O:11][CH3:12])=[O:10])[C:25]([N+:29]([O-:31])=[O:30])=[CH:24][N:23]=1 |f:1.2.3|.